This data is from the Open Reaction Database (ORD), a public repository of structured organic reaction records. The task is: describe an organic reaction: reactants, conditions, products, and yield Reactants: OCCCC(CCCCCCCCCCC(=O)O)=O (15-hydroxy-12-ketopentadecanoic acid), [OH-].[K+] (potassium hydroxide), hydrated hydrazine, C(COCCO)O (diethylene glycol), Cl (HCl). Run in O (water). Run at time 2 hour. Yields the product OCCCCCCCCCCCCCCC(=O)O (15-hydroxy-pentadecanoic acid). The yield is 85.0%. Reaction SMILES: [OH:1][CH2:2][CH2:3][CH2:4][C:5](=O)[CH2:6][CH2:7][CH2:8][CH2:9][CH2:10][CH2:11][CH2:12][CH2:13][CH2:14][CH2:15][C:16]([OH:18])=[O:17].[OH-].[K+].C(O)COCCO.Cl>O>[OH:1][CH2:2][CH2:3][CH2:4][CH2:5][CH2:6][CH2:7][CH2:8][CH2:9][CH2:10][CH2:11][CH2:12][CH2:13][CH2:14][CH2:15][C:16]([OH:18])=[O:17] |f:1.2|. Reported procedure: 1.00 g (3.68 millimole) of 15-hydroxy-12-ketopentadecanoic acid, 0.73 g (11.0 millimole) of 85 wt.% potassium hydroxide, 0.50 g (8.5 millimole) of 85 % hydrated hydrazine and 5 ml of diethylene glycol were charged into a frask and heated under reflux over 1.5 hours. Subsequently, while evaporating the produced light boiling components such as water to the outside of the system, the internal temperature was elevated to 195 to 205° C., and the heating under reflux was continued at the same tempera... The reactants are O=C([O-])[O-], COC(C)(C)C, CO, OB(O)c1ccc(Cl)cc1F, COC(=O)c1ccnc(Cl)c1, Cl, [K+], [K+], Cl[Pd]Cl. RXN SMILES: [C:23](=[O:24])([O-:25])[O-:26].[C:32]([O:33][CH3:34])([CH3:35])([CH3:36])[CH3:37].[CH3:30][OH:31].[Cl:12][c:13]1[cH:14][c:15]([F:22])[c:16]([B:19]([OH:20])[OH:21])[cH:17][cH:18]1.[Cl:1][c:2]1[cH:3][c:4]([C:5](=[O:6])[O:7][CH3:8])[cH:9][cH:10][n:11]1.[ClH:29].[K+:27].[K+:28].[Pd:38]([Cl:39])[Cl:40]>>[ClH:1].[c:2]1(-[c:16]2[c:15]([F:22])[cH:14][c:13]([Cl:12])[cH:18][cH:17]2)[cH:3][c:4]([C:5](=[O:6])[O:7][CH3:8])[cH:9][cH:10][n:11]1. The product is Cl, COC(=O)c1ccnc(-c2ccc(Cl)cc2F)c1. Starting materials: COC(=O)c1c(C)cccc1N, CC(C)OC(=O)Cl, ClCCl, Cl, c1ccncc1. Product: COC(=O)c1c(C)cccc1NC(=O)OC(C)C. Reaction SMILES: [CH3:8][O:9][C:10]([c:11]1[c:12]([NH2:18])[cH:13][cH:14][cH:15][c:16]1[CH3:17])=[O:19].[Cl:1][C:2](=[O:3])[O:4][CH:5]([CH3:6])[CH3:7].[Cl:27][CH2:28][Cl:29].[ClH:26].[cH:20]1[cH:21][cH:22][n:23][cH:24][cH:25]1>>[C:2](=[O:3])([O:4][CH:5]([CH3:6])[CH3:7])[NH:18][c:12]1[c:11]([C:10]([O:9][CH3:8])=[O:19])[c:16]([CH3:17])[cH:15][cH:14][cH:13]1. The reactants are C(C)OC(C1=CC=C(C=C1)CN(C)C)OCC (1-(4-(diethoxymethyl)phenyl)-N,N,-dimethylmethanamine), Cl.CO (hydrochloric acid methanol). Solvent: CO (methanol). Conditions: time 8 hour. Yields the product CN(C)CC1=CC=C(C=O)C=C1 (4-((dimethylamino)methyl)benzaldehyde). Yield: 104.2%. RXN SMILES: C([O:3][CH:4](OCC)[C:5]1[CH:10]=[CH:9][C:8]([CH2:11][N:12]([CH3:14])[CH3:13])=[CH:7][CH:6]=1)C.Cl.CO>CO>[CH3:14][N:12]([CH2:11][C:8]1[CH:7]=[CH:6][C:5]([CH:4]=[O:3])=[CH:10][CH:9]=1)[CH3:13] |f:1.2|. Procedure details: To a solution of 1-(4-(diethoxymethyl)phenyl)-N,N,-dimethylmethanamine (1.0 g, 4 mmol) in methanol (5 mL), a hydrochloric acid-methanol solution (10 mL) was added dropwise at 0° C. The reaction solution was stirred at room temperature overnight. Then methanol was removed in vacuo to give 4-((dimethylamino)methyl)benzaldehyde (0.68 g, yield 99%) as a light yellow oil. 1H-NMR (400 MHz, CDCl3): δ 2.26 (s, 6H), 3.50 (s, 2H), 7.49 (d, J=6.4 Hz, 2H), 7.84 (d, J=6.4 Hz, 2H), 10 (s, 1H). LC-MS (ESI) m/z... Reactants: OC1C2=C(C=CC3=C1C=CC=C3C)C=CC=C2 (5-Hydroxy-1-methyl-5H-dibenzo[a,d]cycloheptene), S(=O)(Cl)Cl (thionylchloride). Solvent: C1=CC=CC=C1 (benzene). Yields the product ClC1C2=C(C=CC3=C1C=CC=C3C)C=CC=C2 (5-Chloro-1-methyl-5H-dibenzo[a,d]cycloheptene). Reaction SMILES: O[CH:2]1[C:8]2[CH:9]=[CH:10][CH:11]=[C:12]([CH3:13])[C:7]=2[CH:6]=[CH:5][C:4]2[CH:14]=[CH:15][CH:16]=[CH:17][C:3]1=2.S(Cl)([Cl:20])=O>C1C=CC=CC=1>[Cl:20][CH:2]1[C:8]2[CH:9]=[CH:10][CH:11]=[C:12]([CH3:13])[C:7]=2[CH:6]=[CH:5][C:4]2[CH:14]=[CH:15][CH:16]=[CH:17][C:3]1=2. Procedure: 23 g. of 5-Hydroxy-1-methyl-5H-dibenzo[a,d]cycloheptene in 200 ml. of absolute benzene are heated with 45 ml. of thionylchloride for two hours under reflux conditions. The mixture is subsequently evaporated under reduced pressure. The resulting, white crystalline residue is recrystallized from carbon tetrachloride. 5-Chloro-1-methyl-5H-dibenzo[a,d]cycloheptene, melting at 158°-160°C., is obtained. Reactants: NC[C@@H]1CC[C@H](CC1)C(=O)O (trans-4-(aminomethyl)-cyclohexane carboxylic acid), Amino Acids, C1(=CC=C(C=C1)S(=O)(=O)O)C (p-toluenesulfonic acid), C(C1=CC=CC=C1)O (benzyl alcohol). Solvent: C1(=CC=CC=C1)C (toluene). Yields the product C1(=CC=C(C=C1)S(=O)(=O)O)C.C(C1=CC=CC=C1)OC(=O)[C@@H]1CC[C@H](CC1)CN (trans-4-(aminomethyl)-cyclohexane carboxylic acid benzyl ester para-toluenesulfonate salt). The yield is 96.0%. Reaction SMILES: [NH2:1][CH2:2][C@H:3]1[CH2:8][CH2:7][C@H:6]([C:9]([OH:11])=[O:10])[CH2:5][CH2:4]1.[C:12]1([CH3:22])[CH:17]=[CH:16][C:15]([S:18]([OH:21])(=[O:20])=[O:19])=[CH:14][CH:13]=1.[CH2:23](O)[C:24]1[CH:29]=[CH:28][CH:27]=[CH:26][CH:25]=1>C1(C)C=CC=CC=1>[C:12]1([CH3:22])[CH:13]=[CH:14][C:15]([S:18]([OH:21])(=[O:19])=[O:20])=[CH:16][CH:17]=1.[CH2:23]([O:10][C:9]([C@H:6]1[CH2:5][CH2:4][C@H:3]([CH2:2][NH2:1])[CH2:8][CH2:7]1)=[O:11])[C:24]1[CH:29]=[CH:28][CH:27]=[CH:26][CH:25]=1 |f:4.5|. Procedure details: 50 g (0.318 moles) of trans-4-(aminomethyl)-cyclohexane carboxylic acid, 61.7 g (0.324 moles) p-toluenesulfonic acid, 250 mL (2.4 moles) benzyl alcohol and 250 mL toluene were combined and stirred. The mixture was refluxed for 24 hours and the liberated water was removed azeotropically by means of a Dean-Stark apparatus. A clear solution was obtained after 5 hours of refluxing. The solution was allowed to cool to room temperature and the product crystallized. The mixture was vacuum filtered, was... The reactants are IN1C(CCC1=O)=O (N-iodosuccinimide), ClC1=C2C(=NC=C1C=1C=NC=C(C(=O)N(C)C)C1)N(C=C2)COCC[Si](C)(C)C (5-[4-chloro-1-(2-trimethylsilanyl-ethoxymethyl)-1H-pyrrolo[2,3-b]pyridin-5-yl]-N,N-dimethyl-nicotinamide), S(=S)(=O)([O-])[O-].[Na+].[Na+] (sodium thiosulfate). Run in O (water), ClCCl (dichloromethane), ClCCCl (1,2-dichloroethane). Yields the product ClC1=C2C(=NC=C1C=1C=NC=C(C(=O)N(C)C)C1)N(C=C2I)COCC[Si](C)(C)C (5-[4-chloro-3-iodo-1-(2-trimethylsilanyl-ethoxymethyl)-1H-pyrrolo[2,3-b]pyridin-5-yl]-N,N-dimethyl-nicotinamide). Reaction SMILES: [Cl:1][C:2]1[C:7]([C:8]2[CH:9]=[N:10][CH:11]=[C:12]([CH:18]=2)[C:13]([N:15]([CH3:17])[CH3:16])=[O:14])=[CH:6][N:5]=[C:4]2[N:19]([CH2:22][O:23][CH2:24][CH2:25][Si:26]([CH3:29])([CH3:28])[CH3:27])[CH:20]=[CH:21][C:3]=12.[I:30]N1C(=O)CCC1=O.S([O-])([O-])(=O)=S.[Na+].[Na+]>ClCCCl.O.ClCCl>[Cl:1][C:2]1[C:7]([C:8]2[CH:9]=[N:10][CH:11]=[C:12]([CH:18]=2)[C:13]([N:15]([CH3:16])[CH3:17])=[O:14])=[CH:6][N:5]=[C:4]2[N:19]([CH2:22][O:23][CH2:24][CH2:25][Si:26]([CH3:27])([CH3:29])[CH3:28])[CH:20]=[C:21]([I:30])[C:3]=12 |f:2.3.4|. Reported procedure: 1.117 g (2.59 mmol) of 5-[4-chloro-1-(2-trimethylsilanyl-ethoxymethyl)-1H-pyrrolo[2,3-b]pyridin-5-yl]-N,N-dimethyl-nicotinamide was dissolved in 19 ml of anhydrous 1,2-dichloroethane. 1.506 g (6.69 mmol) of N-iodosuccinimide was added and the mixture irradiated in a microwave reactor to 140° C. for 30 minutes. Saturated aqueous solution of sodium thiosulfate was added and the resulting mixture stirred at ambient temperature, then diluted with water and dichloromethane. The aqueous phase was sepa...